This data is from the Open Reaction Database (ORD), a public repository of structured organic reaction records. The task is: describe an organic reaction: reactants, conditions, products, and yield Reactants: N1C(CNCC1)=O (piperazin-2-one), C(C)(C)(C)OC(=O)N1CC(C1)=O (3-oxoazetidine-1-carboxylic acid tert-butyl ester), C(OC)(OC)OC (trimethyl orthoformate), C(C)(=O)O[BH-](OC(C)=O)OC(C)=O (triacetoxyborohydride). The solvent is CC(=O)O (AcOH), ClCCCl (DCE). Run at time 16 hour. The product is C(C)(C)(C)OC(=O)N1CC(C1)N1CC(NCC1)=O (3-(3-Oxopiperazin-1-yl)azetidine-1-carboxylic acid tert-butyl ester). Isolated yield 27.9%. As a reaction SMILES: [NH:1]1[CH2:6][CH2:5][NH:4][CH2:3][C:2]1=[O:7].[C:8]([O:12][C:13]([N:15]1[CH2:18][C:17](=O)[CH2:16]1)=[O:14])([CH3:11])([CH3:10])[CH3:9].C(OC)(OC)OC.C(O[BH-](OC(=O)C)OC(=O)C)(=O)C>CC(O)=O.ClCCCl>[C:8]([O:12][C:13]([N:15]1[CH2:18][CH:17]([N:4]2[CH2:5][CH2:6][NH:1][C:2](=[O:7])[CH2:3]2)[CH2:16]1)=[O:14])([CH3:11])([CH3:9])[CH3:10]. Procedure details: A mixture of piperazin-2-one (1.52 g, 15.1 mmol), 3-oxoazetidine-1-carboxylic acid tert-butyl ester (2.0 g, 11.6 mmol) and trimethyl orthoformate (12.8 mL, 12.4 g, 117 mmol) in AcOH (0.7 mL) and DCE (50 mL) was stirred for 5 h before the addition of triacetoxyborohydride (4.9 g, 23.2 mmol). The resulting mixture was stirred for 16 h then partitioned between DCM and H2O. The organic layer was dried (Na2SO4) and concentrated in vacuo. The resulting oil was purified by column chromatography (Si—PCC...